From a dataset of the Open Reaction Database (ORD), a public repository of structured organic reaction records. describe an organic reaction: reactants, conditions, products, and yield Starting materials: O (water), [OH-].[Na+] (NaOH), ClC1=CC=C(C=C1)N1N=C(CC1C1=CC=CC=C1)C(=O)OCC (ethyl 1-(4-chlorophenyl)-5-phenyl-4,5-dihydro-(1H)-pyrazole-3-carboxylate). Solvent: CO (methanol). Product: ClC1=CC=C(C=C1)N1N=C(CC1C1=CC=CC=C1)C(=O)O (1-(4-chlorophenyl)-5-phenyl-4,5-dihydro-(1H)-pyrazole-3-carboxylic acid). Isolated yield 78.2%. Reaction SMILES: [Cl:1][C:2]1[CH:7]=[CH:6][C:5]([N:8]2[CH:12]([C:13]3[CH:18]=[CH:17][CH:16]=[CH:15][CH:14]=3)[CH2:11][C:10]([C:19]([O:21]CC)=[O:20])=[N:9]2)=[CH:4][CH:3]=1.O.[OH-].[Na+]>CO>[Cl:1][C:2]1[CH:3]=[CH:4][C:5]([N:8]2[CH:12]([C:13]3[CH:18]=[CH:17][CH:16]=[CH:15][CH:14]=3)[CH2:11][C:10]([C:19]([OH:21])=[O:20])=[N:9]2)=[CH:6][CH:7]=1 |f:2.3|. Reported procedure: Part C: To a stirred suspension of ethyl 1-(4-chlorophenyl)-5-phenyl-4,5-dihydro-(1H)-pyrazole-3-carboxylate (23.0 gram, 0.07 mol) in methanol (200 ml) is added water (15 ml) and concentrated NaOH (10 ml) and the resulting solution is heated at reflux temperature for 2 hours. The methanol is partly removed by evaporation and the residue is dissolved in a mixture of water and ethyl acetate. Ice, concentrated HCl (20 ml) and ethyl acetate are successively added, the ethyl acetate layer collected, ... The reactants are C(#N)C=1C(=NC2=CC=C(C=C2C1C1=CC=C(C=C1)C)OCCOCC(=O)OC(C)(C)C)CC(C)C (tert-butyl (2-{[3-cyano-2-isobutyl-4-(4-methylphenyl)quinolin-6-yl]oxy}ethoxy)acetate), N (ammonia). Reagents/catalysts: [Ni] (Raney-nickel). Run in CO (methanol). Run at time 5 hour. Product: NCC=1C(=NC2=CC=C(C=C2C1C1=CC=C(C=C1)C)OCCOCC(=O)OC(C)(C)C)CC(C)C (tert-butyl (2-{[3-(aminomethyl)-2-isobutyl-4-(4-methylphenyl)-6-quinolinyl]oxy}ethoxy)acetate). Isolated yield 66.0%. RXN SMILES: [C:1]([C:3]1[C:4]([CH2:32][CH:33]([CH3:35])[CH3:34])=[N:5][C:6]2[C:11]([C:12]=1[C:13]1[CH:18]=[CH:17][C:16]([CH3:19])=[CH:15][CH:14]=1)=[CH:10][C:9]([O:20][CH2:21][CH2:22][O:23][CH2:24][C:25]([O:27][C:28]([CH3:31])([CH3:30])[CH3:29])=[O:26])=[CH:8][CH:7]=2)#[N:2].N>[Ni].CO>[NH2:2][CH2:1][C:3]1[C:4]([CH2:32][CH:33]([CH3:35])[CH3:34])=[N:5][C:6]2[C:11]([C:12]=1[C:13]1[CH:14]=[CH:15][C:16]([CH3:19])=[CH:17][CH:18]=1)=[CH:10][C:9]([O:20][CH2:21][CH2:22][O:23][CH2:24][C:25]([O:27][C:28]([CH3:29])([CH3:30])[CH3:31])=[O:26])=[CH:8][CH:7]=2. Procedure: To a mixture of tert-butyl (2-{[3-cyano-2-isobutyl-4-(4-methylphenyl)quinolin-6-yl]oxy}ethoxy)acetate (0.9 g, 1.9 mmol), 25% aqueous ammonia (5 ml) and methanol (50 ml) was added Raney-nickel (1 ml), and the mixture was stirred under a hydrogen atmosphere at 0.5 MPa, room temperature for 5 hrs. The reaction mixture was filtered, and the filtrate was concentrated under reduced pressure. The residue was purified by silica gel column chromatography to give tert-butyl (2-{[3-(aminomethyl)-2-isobutyl... Reactants: CO, COC(=O)C1CC=CCC1C(=O)N1CCOC1=O, CO[Mg]OC, CO, [Cl-], [NH4+]. Product: COC(=O)C1CC=CCC1C(=O)OC. As a reaction SMILES: [CH3:19][OH:20].[CH3:1][O:2][C:3](=[O:4])[CH:5]1[CH:6]([C:11](=[O:12])[N:13]2[CH2:14][CH2:15][O:16][C:17]2=[O:18])[CH2:7][CH:8]=[CH:9][CH2:10]1.[CH3:21][O:22][Mg:23][O:24][CH3:25].[CH3:28][OH:29].[Cl-:26].[NH4+:27]>>[CH3:1][O:2][C:3](=[O:4])[CH:5]1[CH:6]([C:11](=[O:12])[O:22][CH3:21])[CH2:7][CH:8]=[CH:9][CH2:10]1.